From a dataset of the Open Reaction Database (ORD), a public repository of structured organic reaction records. describe an organic reaction: reactants, conditions, products, and yield Reactants: resultant mixture, FC=1C=CC2=C(C(NC(=CO2)C)=O)C1 (4,5-dihydro-7-fluoro-3-methyl-1,4-benzoxazepin-5-one), BrCCCCBr (1,4-dibromobutane), [H-].[Na+] (sodium hydride). The solvent is CN(C=O)C (dimethylformamide). Conditions: time 30 minute. Product: BrCCCCN1C(=COC2=C(C1=O)C=C(C=C2)F)C (4-(4-bromobutyl)-4,5-dihydro-7-fluoro-3-methyl-1,4-benzoxazepin-5-one). As a reaction SMILES: [F:1][C:2]1[CH:3]=[CH:4][C:5]2[O:11][CH:10]=[C:9]([CH3:12])[NH:8][C:7](=[O:13])[C:6]=2[CH:14]=1.[H-].[Na+].[Br:17][CH2:18][CH2:19][CH2:20][CH2:21]Br>CN(C)C=O>[Br:17][CH2:18][CH2:19][CH2:20][CH2:21][N:8]1[C:7](=[O:13])[C:6]2[CH:14]=[C:2]([F:1])[CH:3]=[CH:4][C:5]=2[O:11][CH:10]=[C:9]1[CH3:12] |f:1.2|. Procedure: 416 mg of 4,5-dihydro-7-fluoro-3-methyl-1,4-benzoxazepin-5-one was dissolved in 15 ml of dimethylformamide, then 113 mg (1.2 equivalents) of 60% sodium hydride was added under ice cooling. This was agitated for 30 minutes, then 1 ml (3.6 equivalents) of 1,4-dibromobutane was added and the resultant mixture was agitated at room temperature for 6 hours. The reactants are ClC=1C=C(C=O)C=CC1 (m-Chlorobenzaldehyde), ClC1=C(CC(CCC(=O)O)(C(C)=O)C2=CC=CC=C2)C=CC=C1 (4-(o-chlorobenzyl)-4-phenyl-5-oxohexanoic acid), [OH-].[Na+] (sodium hydroxide). Solvent: C(C)O (ethanol), O (water), O (water). Yields the product ClC1=C(CC(CCC(=O)O)(C(C=CC2=CC(=CC=C2)Cl)=O)C2=CC=CC=C2)C=CC=C1 (4-(o-Chlorobenzyl)-4-phenyl-5-oxo-7-(m-chlorophenyl)-6-heptenoic Acid). As a reaction SMILES: [Cl:1][C:2]1[CH:3]=[C:4]([CH:7]=[CH:8][CH:9]=1)[CH:5]=O.[Cl:10][C:11]1[CH:32]=[CH:31][CH:30]=[CH:29][C:12]=1[CH2:13][C:14]([C:23]1[CH:28]=[CH:27][CH:26]=[CH:25][CH:24]=1)([C:20](=[O:22])[CH3:21])[CH2:15][CH2:16][C:17]([OH:19])=[O:18].[OH-].[Na+]>C(O)C.O>[Cl:10][C:11]1[CH:32]=[CH:31][CH:30]=[CH:29][C:12]=1[CH2:13][C:14]([C:23]1[CH:28]=[CH:27][CH:26]=[CH:25][CH:24]=1)([C:20](=[O:22])[CH:21]=[CH:5][C:4]1[CH:7]=[CH:8][CH:9]=[C:2]([Cl:1])[CH:3]=1)[CH2:15][CH2:16][C:17]([OH:19])=[O:18] |f:2.3|. Reported procedure: m-Chlorobenzaldehyde (3.5 g., 0.025 mole) in ethanol (10 ml.) is added to a solution of levo-4-(o-chlorobenzyl)-4-phenyl-5-oxohexanoic acid (4.89 g., 0.015 mole) and sodium hydroxide (0.8 g., 0.02 mole) in water (50 ml.). The resulting mixture is heated on a steam bath for 24 hours. The reaction solution is cooled to room temperature, diluted with water (300 ml.), and extracted with ether to remove the excess m-chlorobenzaldehyde. Ether is expelled from the aqueous phase by warming. The solution... Starting materials: CCCI, [Na+], [OH-], O, Oc1cc(O)nc(S)n1. The product is CCCSc1nc(O)cc(O)n1. Reaction SMILES: [CH2:1]([CH2:2][CH3:3])[I:4].[Na+:15].[OH-:14].[OH2:16].[OH:5][c:6]1[n:7][c:8]([SH:13])[n:9][c:10]([OH:12])[cH:11]1>>[CH2:1]([CH2:2][CH3:3])[S:13][c:8]1[n:7][c:6]([OH:5])[cH:11][c:10]([OH:12])[n:9]1. The reactants are [N+](=O)([O-])C=1C=CC(=C(C1)O)C(F)(F)F (5-Nitro-2-trifluoromethylphenol), Cl.CN(CCCl)C (2-(dimethylamino)ethylchloride hydrochloride), C(=O)([O-])[O-].[K+].[K+] (K2CO3), CC(=O)C (acetone). Reaction conditions: time 24 hour. Solvent: O (H2O). RXN SMILES: [N+:1]([C:4]1[CH:5]=[CH:6][C:7]([C:11]([F:14])([F:13])[F:12])=[C:8]([OH:10])[CH:9]=1)([O-:3])=[O:2].Cl.[CH3:16][N:17]([CH3:21])[CH2:18][CH2:19]Cl.C([O-])([O-])=O.[K+].[K+].CC(C)=O>O>[N+:1]([C:4]1[CH:5]=[CH:6][C:7]([C:11]([F:12])([F:13])[F:14])=[C:8]([O:10][CH2:19][CH2:18][N:17]([CH3:21])[CH3:16])[CH:9]=1)([O-:3])=[O:2] |f:1.2,3.4.5|. Yields the product [N+](=O)([O-])C1=CC(=C(C=C1)C(F)(F)F)OCCN(C)C (1-nitro-3-(2-Dimethylamino-ethoxy)-4-trifluoromethylbenzene). Reported procedure: 5-Nitro-2-trifluoromethylphenol (3.48 g, 16.8 mmol) was heated in a sealed tube at 105° C. along with 2-(dimethylamino)ethylchloride hydrochloride (5.32 g, 37.0 mmol), K2CO3 (9.76 g, 70.7 mmol), 114 mL acetone, 33 mL H2O, and Bu4N+I− (0.5 g, 1.34 mmol) for 24 h, then at 120° C. for 24 h. The reaction was cooled to RT and concentrated to aqueous layer, which was diluted with brine and 6 N NaOH and extracted with EtOAc. The organic layer was dried over Na2SO4, filtered, and concentrated in vacuo. ... The reactants are [BH4-], CCOC(C)=O, CC(C)O, Cl, [Na+], CC(C)(CO)CCCCCC(=O)CCCCCC(C)(C)CO, O. Product: CC(C)(CO)CCCCCC(O)CCCCCC(C)(C)CO. Reaction SMILES: [BH4-:23].[CH3:25][CH2:26][O:27][C:28](=[O:29])[CH3:30].[CH:32]([OH:33])([CH3:34])[CH3:35].[ClH:31].[Na+:24].[O:1]=[C:2]([CH2:3][CH2:4][CH2:5][CH2:6][CH2:7][C:8]([CH2:9][OH:10])([CH3:11])[CH3:12])[CH2:13][CH2:14][CH2:15][CH2:16][CH2:17][C:18]([CH2:19][OH:20])([CH3:21])[CH3:22].[OH2:36]>>[OH:1][CH:2]([CH2:3][CH2:4][CH2:5][CH2:6][CH2:7][C:8]([CH2:9][OH:10])([CH3:11])[CH3:12])[CH2:13][CH2:14][CH2:15][CH2:16][CH2:17][C:18]([CH2:19][OH:20])([CH3:21])[CH3:22]. The reactants are N1=C(C=CC=C1)C1=NOC=C1COC=1N=CC(=NC1)C(=O)O (5-(3-pyridin-2-yl-isoxazol-4-ylmethoxy)-pyrazine-2-carboxylic acid), C(C)(C)N (isopropylamine). Yields the product C(C)(C)NC(=O)C1=NC=C(N=C1)OCC=1C(=NOC1)C1=NC=CC=C1 (5-(3-Pyridin-2-yl-isoxazol-4-ylmethoxy)-pyrazine-2-carboxylic acid isopropylamide). Isolated yield 68.0%. RXN SMILES: [N:1]1[CH:6]=[CH:5][CH:4]=[CH:3][C:2]=1[C:7]1[C:11]([CH2:12][O:13][C:14]2[N:15]=[CH:16][C:17]([C:20]([OH:22])=O)=[N:18][CH:19]=2)=[CH:10][O:9][N:8]=1.[CH:23]([NH2:26])([CH3:25])[CH3:24]>>[CH:23]([NH:26][C:20]([C:17]1[CH:16]=[N:15][C:14]([O:13][CH2:12][C:11]2[C:7]([C:2]3[CH:3]=[CH:4][CH:5]=[CH:6][N:1]=3)=[N:8][O:9][CH:10]=2)=[CH:19][N:18]=1)=[O:22])([CH3:25])[CH3:24]. Procedure details: As described for example 19f, 5-(3-pyridin-2-yl-isoxazol-4-ylmethoxy)-pyrazine-2-carboxylic acid (83.6 mg, 2.8 mmol) was converted, using isopropylamine instead of 4-aminotetrahydropyran, to the title compound (SiO2, heptane:ethyl acetate 4:1 to 3:7, 65 mg, 68%) which was obtained as a white solid. MS: m/e=340.2 [M+H]+. Reactants: COC1=CC=C(C=C1)CCN1CCC(CC1)NN1C=CC=C1 (1-[2-(4-methoxyphenyl)ethyl]-4-(1H-pyrrol-1-yl)aminopiperidine), C([O-])(O)=O.[Na+] (sodium bicarbonate), ClCCl (dichloromethane), N#CBr (cyanogen bromide), ClCCl (dichloromethane). The product is Cl.COC1=CC=C(C=C1)CCN1CCC(CC1)N(C#N)N1C=CC=C1 (N-{1-[2-(4-methoxyphenyl)ethyl]piperidin-4-yl}-N-(1H-pyrrol-1-yl)cyanamide hydrochloride). Yield: 58.0%. RXN SMILES: [CH3:1][O:2][C:3]1[CH:8]=[CH:7][C:6]([CH2:9][CH2:10][N:11]2[CH2:16][CH2:15][CH:14]([NH:17][N:18]3[CH:22]=[CH:21][CH:20]=[CH:19]3)[CH2:13][CH2:12]2)=[CH:5][CH:4]=1.C(=O)(O)[O-].[Na+].[N:28]#[C:29]Br.[Cl:31]CCl>>[ClH:31].[CH3:1][O:2][C:3]1[CH:8]=[CH:7][C:6]([CH2:9][CH2:10][N:11]2[CH2:16][CH2:15][CH:14]([N:17]([N:18]3[CH:22]=[CH:21][CH:20]=[CH:19]3)[C:29]#[N:28])[CH2:13][CH2:12]2)=[CH:5][CH:4]=1 |f:1.2,5.6|. Reported procedure: To a solution of 1-[2-(4-methoxyphenyl)ethyl]-4-(1H-pyrrol-1-yl)aminopiperidine of Example 12a (4 g, 13.4 mmole) in 150 ml dichloromethane containing sodium bicarbonate (3.4 g, 40 mmole) was added a solution of cyanogen bromide (1.6 g, 14.7 mmole) in 25 ml dichloromethane. After stirring twenty hours at ambient temperature, the reaction mixture was evaporated, stirred with water and extracted with ether. The organic extract was washed with water and saturated NaCl and was dried (anhydrous MgSO4)... The reactants are CN(C)C=O, Cl, Cc1cc(OCCCON)cc(OS(=O)(=O)c2cccc3cnccc23)c1, N=C(N)c1cc[nH]n1. The product is Cl, Cc1cc(OCCCONC(=N)N)cc(OS(=O)(=O)c2cccc3cnccc23)c1. RXN SMILES: [CH3:37][N:38]([CH3:39])[CH:40]=[O:41].[ClH:28].[cH:1]1[n:2][cH:3][cH:4][c:5]2[c:6]([S:11](=[O:12])(=[O:13])[O:14][c:15]3[cH:16][c:17]([O:18][CH2:19][CH2:20][CH2:21][O:22][NH2:23])[cH:24][c:25]([CH3:27])[cH:26]3)[cH:7][cH:8][cH:9][c:10]12.[nH:29]1[cH:30][cH:31][c:32]([C:34](=[NH:35])[NH2:36])[n:33]1>>[ClH:28].[cH:1]1[n:2][cH:3][cH:4][c:5]2[c:6]([S:11](=[O:12])(=[O:13])[O:14][c:15]3[cH:16][c:17]([O:18][CH2:19][CH2:20][CH2:21][O:22][NH:23][C:34](=[NH:35])[NH2:36])[cH:24][c:25]([CH3:27])[cH:26]3)[cH:7][cH:8][cH:9][c:10]12. Reactants: O=C([O-])[O-], CCO, [K+], [K+], N#Cc1cc2c(c3ccc(=O)[nH]c13)OC(CN=[N+]=[N-])C2, O=S(=O)(O)O. Yields the product [N-]=[N+]=NCC1Cc2cc(C(N)=O)c3[nH]c(=O)ccc3c2O1. Reaction SMILES: [C:26](=[O:27])([O-:28])[O-:29].[CH3:32][CH2:33][OH:34].[K+:30].[K+:31].[N:1](=[N+:2]=[N-:3])[CH2:4][CH:5]1[CH2:6][c:7]2[c:8]([c:9]3[cH:10][cH:11][c:12](=[O:19])[nH:13][c:14]3[c:15]([C:17]#[N:18])[cH:16]2)[O:20]1.[S:21]([OH:22])(=[O:23])(=[O:24])[OH:25]>>[N:1](=[N+:2]=[N-:3])[CH2:4][CH:5]1[CH2:6][c:7]2[c:8]([c:9]3[cH:10][cH:11][c:12](=[O:19])[nH:13][c:14]3[c:15]([C:17]([NH2:18])=[O:22])[cH:16]2)[O:20]1. Starting materials: C(C)(C)(C)C=1C=C(NN1)N (5-tert-butyl-2H-pyrazol-3-ylamine), C(=O)([O-])[O-].[K+].[K+] (K2CO3), IC=1C=NN(C1)CCOC1OCCCC1 (4-iodo-1-[2-(tetrahydro-pyran-2-yloxy)-ethyl]-1H-pyrazole), CN([C@H]1[C@@H](CCCC1)N)C ((R,R)-(−)—N,N-Dimethyl-1,2-cyclohexanediamine). Reagents/catalysts: [Cu]I (copper (I) iodide). Solvent: C1(=CC=CC=C1)C (toluene), O (water). Run at temperature 150 celsius. Product: C(C)(C)(C)C1=NN(C(=C1)N)C=1C=NN(C1)CCOC1OCCCC1 (3-tert-Butyl-1′-[2-(tetrahydro-pyran-2-yloxy)-ethyl]-1′H-[1,4]bipyrazolyl-5-ylamine). Isolated yield 81.0%. Reaction SMILES: I[C:2]1[CH:3]=[N:4][N:5]([CH2:7][CH2:8][O:9][CH:10]2[CH2:15][CH2:14][CH2:13][CH2:12][O:11]2)[CH:6]=1.[C:16]([C:20]1[CH:21]=[C:22]([NH2:25])[NH:23][N:24]=1)([CH3:19])([CH3:18])[CH3:17].C([O-])([O-])=O.[K+].[K+].CN(C)[C@@H]1CCCC[C@H]1N>[Cu]I.O.C1(C)C=CC=CC=1>[C:16]([C:20]1[CH:21]=[C:22]([NH2:25])[N:23]([C:2]2[CH:3]=[N:4][N:5]([CH2:7][CH2:8][O:9][CH:10]3[CH2:15][CH2:14][CH2:13][CH2:12][O:11]3)[CH:6]=2)[N:24]=1)([CH3:19])([CH3:18])[CH3:17] |f:2.3.4|. Reported procedure: To a mixture of 4-iodo-1-[2-(tetrahydro-pyran-2-yloxy)-ethyl]-1H-pyrazole (for reference procedure see for example WO 2010/139731, which is incorporated herein by reference; 1.54 g, 4.81 mmol), 5-tert-butyl-2H-pyrazol-3-ylamine (668 mg, 4.81 mmol), copper (I) iodide (45 mg, 0.24 mmol) and K2CO3 (1.39 g, 10.1 mmol) was added a solution of toluene (5 mL), previously degassed by using a stream of argon. (R,R)-(−)—N,N-Dimethyl-1,2-cyclohexanediamine (151 μL, 0.96 mmol) was then added and the reactio...